Dataset: the Open Reaction Database (ORD), a public repository of structured organic reaction records. Task: describe an organic reaction: reactants, conditions, products, and yield Starting materials: ClC1=C(C=NC=2N1N=CC2C(=O)OCC)C(=O)OC (Methyl 7-chloro-3-ethoxycarbonylpyrazolo[1,5-a]pyrimidine-6-carboxylate), CC1=CC=C(N)C=C1 (4-methylaniline). Product: C(C)OC(=O)C=1C=NN2C1N=CC(=C2NC2=CC=C(C=C2)C)C(=O)OC (Methyl 3-ethoxycarbonyl-7-(4-methylphenylamino)pyrazolo[1,5-a]pyrimidine-6-carboxylate). The yield is 35.7%. As a reaction SMILES: Cl[C:2]1[N:7]2[N:8]=[CH:9][C:10]([C:11]([O:13][CH2:14][CH3:15])=[O:12])=[C:6]2[N:5]=[CH:4][C:3]=1[C:16]([O:18][CH3:19])=[O:17].[CH3:20][C:21]1[CH:27]=[CH:26][C:24]([NH2:25])=[CH:23][CH:22]=1>>[CH2:14]([O:13][C:11]([C:10]1[CH:9]=[N:8][N:7]2[C:2]([NH:25][C:24]3[CH:26]=[CH:27][C:21]([CH3:20])=[CH:22][CH:23]=3)=[C:3]([C:16]([O:18][CH3:19])=[O:17])[CH:4]=[N:5][C:6]=12)=[O:12])[CH3:15]. Procedure details: In the same manner as in Example 1, step 4 and using methyl 7-chloro-3-ethoxycarbonylpyrazolo[1,5-a]pyrimidine-6-carboxylate (0.400 g, 1.51 mmol) obtained in Example 21, step 2 and 4-methylaniline (0.242 g, 2.26 mmol), the title compound (0.191 g, 35%) was obtained. The reactants are BrC1=CC=C(N)C=C1 (4-Bromoaniline), CN1C(=CC=C1C#N)B(O)O (1-methyl-5-cyano-2-pyrroleboronic acid), [F-].[K+] (KF). The reagents and catalysts are C=1C=CC(=CC1)/C=C/C(=O)/C=C/C2=CC=CC=C2.C=1C=CC(=CC1)/C=C/C(=O)/C=C/C2=CC=CC=C2.C=1C=CC(=CC1)/C=C/C(=O)/C=C/C2=CC=CC=C2.[Pd].[Pd] (Pd2(dba)3), C(C)(C)(C)P(C(C)(C)C)C(C)(C)C (tri-t-butylphosphine). Solvent: CCOC(=O)C (EtOAc). Run at temperature 25 celsius, time 5 hour. Yields the product NC1=CC=C(C=C1)C1=CC=C(N1C)C#N (5-(4-aminophenyl)-1-methyl-1H-pyrrole-2-carbonitrile). Yield: 57.7%. As a reaction SMILES: Br[C:2]1[CH:8]=[CH:7][C:5]([NH2:6])=[CH:4][CH:3]=1.[CH3:9][N:10]1[C:14]([C:15]#[N:16])=[CH:13][CH:12]=[C:11]1B(O)O.[F-].[K+]>CCOC(C)=O.C1C=CC(/C=C/C(/C=C/C2C=CC=CC=2)=O)=CC=1.C1C=CC(/C=C/C(/C=C/C2C=CC=CC=2)=O)=CC=1.C1C=CC(/C=C/C(/C=C/C2C=CC=CC=2)=O)=CC=1.[Pd].[Pd].C(P(C(C)(C)C)C(C)(C)C)(C)(C)C>[NH2:6][C:5]1[CH:7]=[CH:8][C:2]([C:11]2[N:10]([CH3:9])[C:14]([C:15]#[N:16])=[CH:13][CH:12]=2)=[CH:3][CH:4]=1 |f:2.3,5.6.7.8.9|. Procedure: 4-Bromoaniline (5.00 g, 29.0 mmol), 1-methyl-5-cyano-2-pyrroleboronic acid (5.2 g, 34.8 mmol), KF (5.55 g, 95.7 mmol), and Pd2(dba)3 (332 mg, 0.36 mmol) were added to a 200 mL round bottom flask under nitrogen. The flask was sealed and purged with nitrogen for 5 min. THF (72 mL) was added and the mixture was purged with nitrogen for an additional 5 min. A solution of tri-t-butylphosphine (10 wt % in hexanes) (2.15 mL, 0.73 mmol) was added via syringe and the mixture was stirred vigorously at 25°...